From a dataset of the Open Reaction Database (ORD), a public repository of structured organic reaction records. describe an organic reaction: reactants, conditions, products, and yield The reactants are NC=1C(=CC(=C(C1)C=1C(N(C(=CN1)C(F)(F)F)C)=O)Cl)Cl (3-(5-amino-2,4-dichlorophenyl)-1-methyl-6-trifluoromethyl-2-oxo-1,2-dihydropyrazine), NC=1C(=CC(=C(C1)C=1C(N(C(=CN1)C(F)(F)F)C)=O)Cl)Cl (3-(5-amino-2,4-dichlorophenyl)-1-methyl-6-trifluoromethyl-2-oxo-1,2-dihydropyrazine), BrC(C(=O)OCC)C (ethyl 2-bromopropionate). Solvent: O (water). Reaction conditions: temperature 150 celsius, time 3 hour. Yields the product ClC1=C(C=C(C(=C1)Cl)NC(C)C(=O)OCC)C=1C(N(C(=CN1)C(F)(F)F)C)=O (3-{2,4-dichloro-5-[1-(ethoxycarbonyl)ethylamino]phenyl}-1-methyl-6-trifluoromethyl-2-oxo-1,2-dihydropyrazine). Isolated yield 48.0%. As a reaction SMILES: [NH2:1][C:2]1[C:3]([Cl:21])=[CH:4][C:5]([Cl:20])=[C:6]([C:8]2[C:9](=[O:19])[N:10]([CH3:18])[C:11]([C:14]([F:17])([F:16])[F:15])=[CH:12][N:13]=2)[CH:7]=1.Br[CH:23]([CH3:29])[C:24]([O:26][CH2:27][CH3:28])=[O:25]>O>[Cl:20][C:5]1[CH:4]=[C:3]([Cl:21])[C:2]([NH:1][CH:23]([C:24]([O:26][CH2:27][CH3:28])=[O:25])[CH3:29])=[CH:7][C:6]=1[C:8]1[C:9](=[O:19])[N:10]([CH3:18])[C:11]([C:14]([F:17])([F:16])[F:15])=[CH:12][N:13]=1. Procedure: A mixture of 0.15 g of 3-(5-amino-2,4-dichlorophenyl)-1-methyl-6-trifluoromethyl-2-oxo-1,2-dihydropyrazine (present compound 1-334) and 172 μl of ethyl 2-bromopropionate was stirred at 150° C. for 3 hours. After completion of the reaction, the reaction mixture was poured into water, followed by extraction with ethyl acetate. The organic layer was washed with saturated sodium chloride solution, dried with anhydrous magnesium sulfate, and concentrated. The residue was subjected to silica gel colum... The reactants are COC1=CC=C(C=C1)NCCN (N-(4-Methoxyphenyl)-ethane-1,2-diamine), C=1C=CC2=C(C1)N=NN2O (HOBt), CC(N=C=NC(C)C)C (DIC), C1(CCCCC1)CCC[C@@H](C(=O)O)NC(C1=CC(=CC=C1)C)=O ((S)-5-Cyclohexyl-2-(3-methyl-benzoylamino)-pentanoic acid). Solvent: C(Cl)Cl (DCM). Run at time 10 minute. Product: C1(CCCCC1)CCC[C@@H](C(NCCNC1=CC=C(C=C1)OC)=O)NC(C1=CC(=CC=C1)C)=O ((S)-N-{4-Cyclohexyl-1-[2-(4-methoxy-phenylamino)-ethylcarbamoyl]-butyl}-3-methyl-benzamide). Isolated yield 50.0%. As a reaction SMILES: [CH:1]1([CH2:7][CH2:8][CH2:9][C@H:10]([NH:14][C:15](=[O:23])[C:16]2[CH:21]=[CH:20][CH:19]=[C:18]([CH3:22])[CH:17]=2)[C:11]([OH:13])=O)[CH2:6][CH2:5][CH2:4][CH2:3][CH2:2]1.C1C=CC2N(O)N=NC=2C=1.CC(C)N=C=NC(C)C.[CH3:43][O:44][C:45]1[CH:50]=[CH:49][C:48]([NH:51][CH2:52][CH2:53][NH2:54])=[CH:47][CH:46]=1>C(Cl)Cl>[CH:1]1([CH2:7][CH2:8][CH2:9][C@H:10]([NH:14][C:15](=[O:23])[C:16]2[CH:21]=[CH:20][CH:19]=[C:18]([CH3:22])[CH:17]=2)[C:11](=[O:13])[NH:54][CH2:53][CH2:52][NH:51][C:48]2[CH:49]=[CH:50][C:45]([O:44][CH3:43])=[CH:46][CH:47]=2)[CH2:2][CH2:3][CH2:4][CH2:5][CH2:6]1. Procedure details: L-Styryl alanine 1 (50 mg, 0.26 mmol) was dissolved in MeOH (5 mL) and placed into a Parr-hydrogenation apparatus. Catalytic amounts of rhodium (5% on Al2O3) were added and the reaction vessel was placed under a hydrogen at 55 psi. The mixture was shaken for 20 h at room temperature, then filtered over celite. The organic solvent was removed in vacuo to yield (S)-2-Amino-5-cyclohexyl-pentanoic acid 2 (52 mg, quant.) as a white solid: 1H-NMR (400 MHz, CD3OD) δ=3.50 (dd, J=5.2, J=6.9, 1H), 1.88–1.... Reactants: CN1C(=O)N(C(=O)C=C1C)C (1,3,6-trimethyluracil), CN1C(=O)N(C(=O)C(=C1)C)C (1,3,5-trimethyluracil), CN1C(=O)N(C(=O)C(=C1)CC1=CC=CC=C1)C (1,3-dimethyl-5-benzyluracil). Product: CC1=CN=C(NC1=O)N (5-methylisocytosine). RXN SMILES: C[N:2]1C(C)=CC(=O)N(C)C1=O.C[N:13]1[CH:20]=[C:19]([CH3:21])[C:17](=[O:18])[N:16](C)[C:14]1=O.CN1C=C(CC2C=CC=CC=2)C(=O)N(C)C1=O>>[CH3:21][C:19]1[C:17](=[O:18])[NH:16][C:14]([NH2:2])=[N:13][CH:20]=1. Procedure details: In accordance with the above procedure, but where in place of 1,3,6-trimethyluracil there is employed 1,3,5-trimethyluracil or 1,3-dimethyl-5-benzyluracil, there is obtained the corresponding 5-methylisocytosine or 5-benzylisocytosine. Starting materials: CCC1CN(Cc2ccccc2)CCC1=O, CCOC(=O)Cl, c1ccccc1. Product: CCOC(=O)N1CCC(=O)C(CC)C1. Reaction SMILES: [CH2:7]([c:8]1[cH:9][cH:10][cH:11][cH:12][cH:13]1)[N:14]1[CH2:15][CH:16]([CH2:21][CH3:22])[C:17](=[O:20])[CH2:18][CH2:19]1.[Cl:1][C:2](=[O:3])[O:4][CH2:5][CH3:6].[cH:23]1[cH:24][cH:25][cH:26][cH:27][cH:28]1>>[C:2](=[O:3])([O:4][CH2:5][CH3:6])[N:14]1[CH2:15][CH:16]([CH2:21][CH3:22])[C:17](=[O:20])[CH2:18][CH2:19]1.